This data is from the Open Reaction Database (ORD), a public repository of structured organic reaction records. The task is: describe an organic reaction: reactants, conditions, products, and yield Starting materials: I(=O)(=O)(=O)[O-].[Na+] (sodium periodate), ClC(=O)OCC1=CC=CC=C1 (benzyl chloroformate), intermediate 1B, COC([C@H](C)N(CC(=C)C)C(=O)OCC1=CC=CC=C1)=O ((S)-2-[benzyloxycarbonyl-(2-methyl-allyl)-amino]-propionic acid methyl ester), COC([C@H](C)N(CC(C)C)C(=O)OCC1=CC=CC=C1)=O ((S)-2-(benzyloxycarbonyl-isobutyl-amino)-propionic acid methyl ester). Reagents/catalysts: [Os](=O)(=O)(=O)=O (osmium tetroxide). Solvent: O (water), CC(=O)C (acetone). The product is COC([C@H](C)N(CC(C)=O)C(=O)OCC1=CC=CC=C1)=O ((S)-2-[Benzyloxycarbonyl-(2-oxo-propyl)-amino]-propionic acid methyl ester). Yield: 14.0%. RXN SMILES: ClC(OCC1C=CC=CC=1)=[O:3].[CH3:12][O:13][C:14](=[O:32])[C@@H:15]([N:17]([C:22]([O:24][CH2:25][C:26]1[CH:31]=[CH:30][CH:29]=[CH:28][CH:27]=1)=[O:23])[CH2:18][C:19](C)=[CH2:20])[CH3:16].COC(=O)[C@@H](N(C(OCC1C=CC=CC=1)=O)CC(C)C)C.I([O-])(=O)(=O)=O.[Na+]>CC(C)=O.O.[Os](=O)(=O)(=O)=O>[CH3:12][O:13][C:14](=[O:32])[C@@H:15]([N:17]([C:22]([O:24][CH2:25][C:26]1[CH:31]=[CH:30][CH:29]=[CH:28][CH:27]=1)=[O:23])[CH2:18][C:19](=[O:3])[CH3:20])[CH3:16] |f:3.4|. Reported procedure: To a solution of L-alanine methyl ester hydrochloride (6.00 g, 43.0 mmol) in MeOH (120 mL) were added at 0° C. methacrolein (4.12 g, 56 mmol), magnesium sulfate (46.6 g, 387 mmol), and sodium cyanoborohydride (3.70 g, 56 mmol). The ice bath was removed, then after 16 h the excess reagent was destroyed by careful addition of sat. aq. sodium hydrogencarbonate solution at 0° C. The reaction mixture was partitioned between sat. aq. sodium hydrogencarbonate solution and EtOAc. The organic layer was w... Starting materials: CCO, Cc1cc(C(=O)N2Cc3cccn3Cc3ccccc32)ccc1[N+](=O)[O-], NN. Yields the product Cc1cc(C(=O)N2Cc3cccn3Cc3ccccc32)ccc1N. As a reaction SMILES: [CH2:29]([OH:30])[CH3:31].[CH3:1][c:2]1[cH:3][c:4]([C:5](=[O:6])[N:7]2[CH2:8][c:9]3[n:10]([cH:18][cH:19][cH:20]3)[CH2:11][c:12]3[c:13]2[cH:14][cH:15][cH:16][cH:17]3)[cH:21][cH:22][c:23]1[N+:24]([O-:25])=[O:26].[NH2:27][NH2:28]>>[CH3:1][c:2]1[cH:3][c:4]([C:5](=[O:6])[N:7]2[CH2:8][c:9]3[n:10]([cH:18][cH:19][cH:20]3)[CH2:11][c:12]3[c:13]2[cH:14][cH:15][cH:16][cH:17]3)[cH:21][cH:22][c:23]1[NH2:24]. The reactants are C(C1=CC=CC=C1)(=O)N=C=S.N1C(=NC=C1)CN1C(NC(C2=C1C=CN2)=O)=S (1-(1H-Imidazol-2-ylmethyl)-2-thioxo-1,2,3,5-tetrahydro-pyrrolo[3,2-d]pyrimidin-4-one Benzoyl isothiocyanate), N1C(=NC=C1)CNC1=C(NC=C1)C(=O)OCC (ethyl 3-[(1H-imidazol-2-ylmethyl)amino]-1H-pyrrole-2-carboxylate). The solvent is C(Cl)Cl (CH2Cl2), CO (methanol). Run at time 1 hour. The product is N1C(=NC=C1)CN1C(NC(C2=C1C=CN2)=O)=S (1-(1H-Imidazol-2-ylmethyl)-2-thioxo-1,2,3,5-tetrahydro-pyrrolo[3,2-d]pyrimidin-4-one). Isolated yield 35.0%. Reaction SMILES: C(N=C=S)(=O)C1C=CC=CC=1.[NH:12]1[CH:16]=[CH:15][N:14]=[C:13]1[CH2:17][N:18]1[C:23]2[CH:24]=[CH:25][NH:26][C:22]=2[C:21](=[O:27])[NH:20][C:19]1=[S:28].N1C=CN=C1CNC1C=CNC=1C(OCC)=O>C(Cl)Cl.CO>[NH:12]1[CH:16]=[CH:15][N:14]=[C:13]1[CH2:17][N:18]1[C:23]2[CH:24]=[CH:25][NH:26][C:22]=2[C:21](=[O:27])[NH:20][C:19]1=[S:28] |f:0.1|. Procedure details: 1-(1H-Imidazol-2-ylmethyl)-2-thioxo-1,2,3,5-tetrahydro-pyrrolo[3,2-d]pyrimidin-4-one Benzoyl isothiocyanate (0.19 mL, 1.41 mmol) was added to a stirred solution of ethyl 3-[(1H-imidazol-2-ylmethyl)amino]-1H-pyrrole-2-carboxylate (0.3 g, 1.28 mmol) in CH2Cl2 (4 mL) and methanol (2 mL) and the mixture was stirred at r.t. for 1 h. The solvent was evaporated in vacuo and the residue was dissolved in ammonia (7N in methanol, 7 mL) and heated at 80° C. for 1 h. The crude product was filtrated and puri... Starting materials: C(C)N(C1=C(CSC2=NC3=CC=CC=C3N=C2C)C=CC=C1)CC (2-(2-diethylaminobenzylthio)-3-methylquinoxaline), ClC1=CC(=CC=C1)C(=O)OO (m-chloroperbenzoic acid). Solvent: C(Cl)(Cl)Cl (chloroform). Yields the product C(C)N(C1=C(CS(=O)C2=NC3=CC=CC=C3N=C2C)C=CC=C1)CC (2-(2-diethylaminobenzylsulfinyl)-3-methylquinoxaline). The yield is 67.4%. As a reaction SMILES: [CH2:1]([N:3]([CH2:23][CH3:24])[C:4]1[CH:22]=[CH:21][CH:20]=[CH:19][C:5]=1[CH2:6][S:7][C:8]1[C:17]([CH3:18])=[N:16][C:15]2[C:10](=[CH:11][CH:12]=[CH:13][CH:14]=2)[N:9]=1)[CH3:2].ClC1C=CC=C(C(OO)=[O:33])C=1>C(Cl)(Cl)Cl>[CH2:23]([N:3]([CH2:1][CH3:2])[C:4]1[CH:22]=[CH:21][CH:20]=[CH:19][C:5]=1[CH2:6][S:7]([C:8]1[C:17]([CH3:18])=[N:16][C:15]2[C:10](=[CH:11][CH:12]=[CH:13][CH:14]=2)[N:9]=1)=[O:33])[CH3:24]. Procedure details: In 50 ml of chloroform was dissolved 1.7 g of 2-(2-diethylaminobenzylthio)-3-methylquinoxaline. To the chilled solution kept at -10° C. was portionwise added 1.21 g of m-chloroperbenzoic acid (purity: 80%). The reaction liquid was then washed successively with saturated aqueous NaHCO3 solution, water and saturated aqueous sodium chloride solution, and dried over sodium sulfate. The sodium sulfate was then removed by filtration, and the solvent was evaporated under reduced pressure from the filtr...